This data is from the Open Reaction Database (ORD), a public repository of structured organic reaction records. The task is: describe an organic reaction: reactants, conditions, products, and yield Reactants: C=CCN(CC1CCCC1)C(C)CCCC(=O)c1ccc(-n2ccnc2)cc1, [K+], NN, [OH-], OCCOCCO. The product is C=CCN(CC1CCCC1)C(C)CCCCc1ccc(-n2ccnc2)cc1. RXN SMILES: [CH:1]1([CH2:6][N:7]([CH:8]([CH2:9][CH2:10][CH2:11][C:12](=[O:13])[c:14]2[cH:15][cH:16][c:17](-[n:20]3[cH:21][n:22][cH:23][cH:24]3)[cH:18][cH:19]2)[CH3:25])[CH2:26][CH:27]=[CH2:28])[CH2:2][CH2:3][CH2:4][CH2:5]1.[K+:30].[NH2:31][NH2:32].[OH-:29].[OH:33][CH2:34][CH2:35][O:36][CH2:37][CH2:38][OH:39]>>[CH:1]1([CH2:6][N:7]([CH:8]([CH2:9][CH2:10][CH2:11][CH2:12][c:14]2[cH:15][cH:16][c:17](-[n:20]3[cH:21][n:22][cH:23][cH:24]3)[cH:18][cH:19]2)[CH3:25])[CH2:26][CH:27]=[CH2:28])[CH2:2][CH2:3][CH2:4][CH2:5]1. Reactants: N1(C=CC2=CC=CC=C12)C(C(CO)O)C1=CC=CC=C1 ((2RS,3RS)-3-indol-1-yl-3-phenyl-propane-1,2-diol), [N+](=O)([O-])C1=CC=C(C(=O)Cl)C=C1 (p-nitrobenzoyl chloride). Run in N1=CC=CC=C1 (pyridine), N1=CC=CC=C1 (pyridine). Run at time 30 minute. Product: OC(COC(C1=CC=C(C=C1)[N+](=O)[O-])=O)C(C1=CC=CC=C1)N1C=CC2=CC=CC=C12 ((2RS,3RS)-4-nitro-benzoic acid 2-hydroxy-3-indol-1-yl-3-phenyl-propyl ester). RXN SMILES: [N:1]1([CH:10]([C:15]2[CH:20]=[CH:19][CH:18]=[CH:17][CH:16]=2)[CH:11]([OH:14])[CH2:12][OH:13])[C:9]2[C:4](=[CH:5][CH:6]=[CH:7][CH:8]=2)[CH:3]=[CH:2]1.[N+:21]([C:24]1[CH:32]=[CH:31][C:27]([C:28](Cl)=[O:29])=[CH:26][CH:25]=1)([O-:23])=[O:22]>N1C=CC=CC=1>[OH:14][CH:11]([CH:10]([N:1]1[C:9]2[C:4](=[CH:5][CH:6]=[CH:7][CH:8]=2)[CH:3]=[CH:2]1)[C:15]1[CH:20]=[CH:19][CH:18]=[CH:17][CH:16]=1)[CH2:12][O:13][C:28](=[O:29])[C:27]1[CH:26]=[CH:25][C:24]([N+:21]([O-:23])=[O:22])=[CH:32][CH:31]=1. Reported procedure: To a solution of (2RS,3RS)-3-indol-1-yl-3-phenyl-propane-1,2-diol (EXAMPLE 1, step 1, 1.83 g, 6.9 mmol) in anhydrous pyridine (25 mL), p-nitrobenzoyl chloride (1.3 g, 6.9 mmol) in 1 mL of pyridine was added at −10° C. dropwise. After stirring for 30 minutes, the reaction mixture was cooled with an ice bath and quenched with water and a 2N aqueous solution of hydrochloric acid until the solution was pH=3 and extracted with ethyl acetate. The extract was washed with water, dried over anhydrous sod... The reactants are ClC=1N=C(NC1CC)C(=O)N[C@@H]1[C@@H](CN(CC1)C=1SC(=C(N1)CO)C(=O)OCC)OC (Ethyl cis(±)-2-(4-{[(4-chloro-5-ethyl-1H-imidazol-2-yl)carbonyl]amino}-3-methoxypiperidin-1-yl)-4-(hydroxymethyl)-1,3-thiazole-5-carboxylate), CC(=O)OI1(C=2C=CC=CC2C(=O)O1)(OC(=O)C)OC(=O)C (Dess-Martin reagent), C([O-])(O)=O.[Na+] (sodium bicarbonate). Run in ClCCl (dichloromethane). Reaction conditions: time 45 minute. The product is ClC=1N=C(NC1CC)C(=O)N[C@@H]1[C@@H](CN(CC1)C=1SC(=C(N1)C=O)C(=O)OCC)OC (Ethyl cis(±)-2-(4-{[(4-chloro-5-ethyl-1H-imidazol-2-yl)carbonyl]amino}-3-methoxypiperidin-1-yl)-4-formyl-1,3-thiazole-5-carboxylate). Yield: 94.6%. RXN SMILES: [Cl:1][C:2]1[N:3]=[C:4]([C:9]([NH:11][C@H:12]2[CH2:17][CH2:16][N:15]([C:18]3[S:19][C:20]([C:25]([O:27][CH2:28][CH3:29])=[O:26])=[C:21]([CH2:23][OH:24])[N:22]=3)[CH2:14][C@H:13]2[O:30][CH3:31])=[O:10])[NH:5][C:6]=1[CH2:7][CH3:8].CC(OI1(OC(C)=O)(OC(C)=O)OC(=O)C2C=CC=CC1=2)=O.C(=O)(O)[O-].[Na+]>ClCCl>[Cl:1][C:2]1[N:3]=[C:4]([C:9]([NH:11][C@H:12]2[CH2:17][CH2:16][N:15]([C:18]3[S:19][C:20]([C:25]([O:27][CH2:28][CH3:29])=[O:26])=[C:21]([CH:23]=[O:24])[N:22]=3)[CH2:14][C@H:13]2[O:30][CH3:31])=[O:10])[NH:5][C:6]=1[CH2:7][CH3:8] |f:2.3|. Reported procedure: Ethyl cis(±)-2-(4-{[(4-chloro-5-ethyl-1H-imidazol-2-yl)carbonyl]amino}-3-methoxypiperidin-1-yl)-4-(hydroxymethyl)-1,3-thiazole-5-carboxylate obtained by the method described in Example (27b) (0.17 g, 0.36 mmol) was dissolved in dichloromethane (8 mL). The Dess-Martin reagent (0.2 g, 0.48 mmol) was added, and the mixture was stirred at room temperature for 45 minutes. Saturated aqueous sodium bicarbonate solution was added to the reaction solution, followed by extraction with dichloromethane. The... Reactants: [C@H]12[C@H](NC[C@@H]2CCC1)CNC(=O)C1=C(N=C2SC=CN21)C (6-methyl-imidazo[2,1-b]thiazole-5-carboxylic acid-[(1S,2S,5R)-3-aza-bicyclo[3.3.0]oct-2-ylmethyl]-amide), COC=1C=C(C=CC1)C=1C(=CC=CC1)C(=O)O (3′-methoxy-biphenyl-2-carboxylic acid). Yields the product COC=1C=C(C=CC1)C=1C(=CC=CC1)C(=O)N1[C@@H]([C@H]2CCC[C@H]2C1)CNC(=O)C1=C(N=C2SC=CN21)C (6-Methyl-imidazo[2,1-b]thiazole-5-carboxylic acid-(1S,2S,5R)-[3-(3′-methoxy-biphenyl-2-carbonyl)-3-aza-bicyclo[3.3.0]oct-2-ylmethyl]-amide). RXN SMILES: [C@H:1]12[CH2:8][CH2:7][CH2:6][C@H:5]1[CH2:4][NH:3][C@@H:2]2[CH2:9][NH:10][C:11]([C:13]1[N:20]2[C:16]([S:17][CH:18]=[CH:19]2)=[N:15][C:14]=1[CH3:21])=[O:12].[CH3:22][O:23][C:24]1[CH:25]=[C:26]([C:30]2[C:31]([C:36](O)=[O:37])=[CH:32][CH:33]=[CH:34][CH:35]=2)[CH:27]=[CH:28][CH:29]=1>>[CH3:22][O:23][C:24]1[CH:25]=[C:26]([C:30]2[C:31]([C:36]([N:3]3[CH2:4][C@H:5]4[C@H:1]([CH2:8][CH2:7][CH2:6]4)[C@H:2]3[CH2:9][NH:10][C:11]([C:13]3[N:20]4[C:16]([S:17][CH:18]=[CH:19]4)=[N:15][C:14]=3[CH3:21])=[O:12])=[O:37])=[CH:32][CH:33]=[CH:34][CH:35]=2)[CH:27]=[CH:28][CH:29]=1. Procedure details: prepared by reaction of 6-methyl-imidazo[2,1-b]thiazole-5-carboxylic acid-[(1S,2S,5R)-3-aza-bicyclo[3.3.0]oct-2-ylmethyl]-amide with commercially available 3′-methoxy-biphenyl-2-carboxylic acid. Starting materials: [OH-].[Na+] (sodium hydroxide), 101.4, C1(=CC=CC=C1)NC1(CCN(CC1)CC1=CC=CC=C1)C(=O)OCC (ethyl 4-(phenylamino)-1-(phenylmethyl)-4-piperidinecarboxylate), 172, sodium dihydro-bis(2-methoxyethoxy)aluminate. Solvent: C1=CC=CC=C1 (benzene), C1=CC=CC=C1 (benzene), C1=CC=CC=C1 (benzene). Product: 56.6, C1(=CC=CC=C1)NC1(CCN(CC1)CC1=CC=CC=C1)CO (4-(phenylamino)-1-(phenylmethyl)-4-piperidinemethanol). Reaction SMILES: [C:1]1([NH:7][C:8]2([C:21](OCC)=[O:22])[CH2:13][CH2:12][N:11]([CH2:14][C:15]3[CH:20]=[CH:19][CH:18]=[CH:17][CH:16]=3)[CH2:10][CH2:9]2)[CH:6]=[CH:5][CH:4]=[CH:3][CH:2]=1.[OH-].[Na+]>C1C=CC=CC=1>[C:1]1([NH:7][C:8]2([CH2:21][OH:22])[CH2:13][CH2:12][N:11]([CH2:14][C:15]3[CH:20]=[CH:19][CH:18]=[CH:17][CH:16]=3)[CH2:10][CH2:9]2)[CH:2]=[CH:3][CH:4]=[CH:5][CH:6]=1 |f:1.2|. Procedure: To a stirred and refluxing solution of 101.4 parts of ethyl 4-(phenylamino)-1-(phenylmethyl)-4-piperidinecarboxylate in 640 parts of dry benzene is added dropwise a solution of 172 parts of a sodium dihydro-bis(2-methoxyethoxy)aluminate 70% in benzene, in 160 parts of dry benzene. Upon completion, stirring is continued for 2h.30 at 80° C. The reaction mixture is cooled, poured onto ice-water, alkalized with sodium hydroxide solution and the product is extracted with benzene. The extract is washe... The reactants are NC1=CC=C(C=C1)C1CN=C2N(C(NC=3C=CC=CC23)=O)C1 (3-(4-aminophenyl)-2,3,4,7-tetrahydro-6H-pyrimido[1,2-c]quinazolin-6-one), C1(=CC(=CC=C1)N=C=O)C (meta-tolyl isocyanate). The product is CC=1C=C(C=CC1)NC(=O)NC1=CC=C(C=C1)C1CN=C2N(C(NC=3C=CC=CC23)=O)C1 (1-(3-Methylphenyl)-3-[4-(6-oxo-3,4,6,7-tetrahydro-2H-pyrimido[1,2-c]quinazolin-3-yl)phenyl]urea). Yield: 73.6%. Reaction SMILES: [NH2:1][C:2]1[CH:7]=[CH:6][C:5]([CH:8]2[CH2:22][N:12]3[C:13](=[O:21])[NH:14][C:15]4[CH:16]=[CH:17][CH:18]=[CH:19][C:20]=4[C:11]3=[N:10][CH2:9]2)=[CH:4][CH:3]=1.[C:23]1([CH3:32])[CH:28]=[CH:27][CH:26]=[C:25]([N:29]=[C:30]=[O:31])[CH:24]=1>>[CH3:32][C:23]1[CH:24]=[C:25]([NH:29][C:30]([NH:1][C:2]2[CH:7]=[CH:6][C:5]([CH:8]3[CH2:22][N:12]4[C:13](=[O:21])[NH:14][C:15]5[CH:16]=[CH:17][CH:18]=[CH:19][C:20]=5[C:11]4=[N:10][CH2:9]3)=[CH:4][CH:3]=2)=[O:31])[CH:26]=[CH:27][CH:28]=1. Procedure: In a manner similar to the procedure described in Example 7, 3-(4-aminophenyl)-2,3,4,7-tetrahydro-6H-pyrimido[1,2-c]quinazolin-6-one (20.2 mg, 0.069 mmol) and meta-tolyl isocyanate (0.0095 mL, 0.076 mmol) were reacted to give the title compound as a pale tan solid (21.6 mg, 73%). 1H NMR (DMSO-d6) δ: 10.68 (br. s, 1H), 8.63 (s, 1H), 8.57 (s, 1H), 7.98 (dd, J=7.9, 1.2 Hz, 1H), 7.41-7.45 (m, 3H), 7.29 (s, 1H), 7.21-7.25 (m, 3H), 7.13-7.16 (m, 1H), 7.05-7.08 (m, 1H), 7.02 (d, J=7.9 Hz, 1H), 6.78 (d,... The reactants are Cc1cc(-c2[nH]c3ccc(Br)cc3c2C)cc(C)c1O, CN1CCCC1=O, CCOC(C)=O, N#C[Cu]C#N. Product: Cc1cc(-c2[nH]c3ccc(C#N)cc3c2C)cc(C)c1O. RXN SMILES: [Br:1][c:2]1[cH:3][c:4]2[c:5]([CH3:20])[c:6](-[c:11]3[cH:12][c:13]([CH3:19])[c:14]([OH:18])[c:15]([CH3:17])[cH:16]3)[nH:7][c:8]2[cH:9][cH:10]1.[CH3:26][N:27]1[CH2:28][CH2:29][CH2:30][C:31]1=[O:32].[CH3:33][CH2:34][O:35][C:36](=[O:37])[CH3:38].[Cu:21]([C:22]#[N:23])[C:24]#[N:25]>>[c:2]1([C:22]#[N:23])[cH:3][c:4]2[c:5]([CH3:20])[c:6](-[c:11]3[cH:12][c:13]([CH3:19])[c:14]([OH:18])[c:15]([CH3:17])[cH:16]3)[nH:7][c:8]2[cH:9][cH:10]1. Reactants: [BH4-].[Na+] (sodium borohydride), BrC=1C=C(C=O)C=C(C1)Br (3,5-Dibromobenzaldehyde), C1(CC1)N (cyclopropylamine), S(=O)(=O)([O-])[O-].[Mg+2] (magnesium sulfate). Run in ClCCl (dichloromethane), CO (MeOH). Run at time 4 hour. The product is BrC=1C=C(C=C(C1)Br)CNC1CC1 (N-[(3,5-Dibromophenyl)methyl]cyclopropanamine). Reaction SMILES: [Br:1][C:2]1[CH:3]=[C:4]([CH:7]=[C:8]([Br:10])[CH:9]=1)[CH:5]=O.[CH:11]1([NH2:14])[CH2:13][CH2:12]1.S([O-])([O-])(=O)=O.[Mg+2].[BH4-].[Na+]>ClCCl.CO>[Br:1][C:2]1[CH:3]=[C:4]([CH2:5][NH:14][CH:11]2[CH2:13][CH2:12]2)[CH:7]=[C:8]([Br:10])[CH:9]=1 |f:2.3,4.5|. Procedure details: 3,5-Dibromobenzaldehyde (1 eq.), cyclopropylamine (2 eq.) and magnesium sulfate (1 eq.) were stirred in dichloromethane (0.1 M) for 20 h. The insolubles were then removed via filtration through a pad of celite and washed further with dichloromethane. The filtrate was concentrated in vacuo to afford the crude imine which was then immediately re-taken up in MeOH (0.1 M). To this solution was added sodium borohydride (5 eq.) portionwise and the resulting mixture was stirred at RT for 4 h. The react...